This data is from the Open Reaction Database (ORD), a public repository of structured organic reaction records. The task is: describe an organic reaction: reactants, conditions, products, and yield The reactants are CC(=O)Nc1ccc(SCCCCl)cc1, ClCCl, O=C(OO)c1cccc(Cl)c1. Yields the product CC(=O)Nc1ccc(S(=O)CCCCl)cc1. Reaction SMILES: [C:1]([CH3:2])(=[O:3])[NH:4][c:5]1[cH:6][cH:7][c:8]([S:11][CH2:12][CH2:13][CH2:14][Cl:15])[cH:9][cH:10]1.[CH2:27]([Cl:28])[Cl:29].[Cl:16][c:17]1[cH:18][cH:19][cH:20][c:21]([C:22]([O:23][OH:25])=[O:24])[cH:26]1>>[C:1]([CH3:2])(=[O:3])[NH:4][c:5]1[cH:6][cH:7][c:8]([S:11]([CH2:12][CH2:13][CH2:14][Cl:15])=[O:24])[cH:9][cH:10]1. Reactants: ClC1=C(C(=O)OC(C)C)C=C(C(=C1)F)N1C(NC(=C(C1=O)CC)C)=O (isopropyl 2-chloro-4-fluoro-5-[3,6-dihydro-5-ethyl-4-methyl-2,6-dioxo-1(2H)-pyrimidinyl]-benzoate), S(=O)(=O)(OC)OC (dimethyl sulphate). The solvent is CN(C=O)C (dimethylformamide). Yields the product ClC1=C(C(=O)OC(C)C)C=C(C(=C1)F)N1C(N(C(=C(C1=O)CC)C)C)=O (isopropyl 2-chloro-4-fluoro-5-[3,6-dihydro-5-ethyl-3,4-dimethyl-2,6-dioxo-1(2H)-pyrimidinyl]-benzoate). As a reaction SMILES: [Cl:1][C:2]1[CH:13]=[C:12]([F:14])[C:11]([N:15]2[C:20](=[O:21])[C:19]([CH2:22][CH3:23])=[C:18]([CH3:24])[NH:17][C:16]2=[O:25])=[CH:10][C:3]=1[C:4]([O:6][CH:7]([CH3:9])[CH3:8])=[O:5].S(OC)(O[CH3:30])(=O)=O>CN(C)C=O>[Cl:1][C:2]1[CH:13]=[C:12]([F:14])[C:11]([N:15]2[C:20](=[O:21])[C:19]([CH2:22][CH3:23])=[C:18]([CH3:24])[N:17]([CH3:30])[C:16]2=[O:25])=[CH:10][C:3]=1[C:4]([O:6][CH:7]([CH3:8])[CH3:9])=[O:5]. Procedure: using isopropyl 2-chloro-4-fluoro-5-[3,6-dihydro-5-ethyl-4-methyl-2,6-dioxo-1(2H)-pyrimidinyl]-benzoate and dimethyl sulphate in dimethylformamide there is obtained isopropyl 2-chloro-4-fluoro-5-[3,6-dihydro-5-ethyl-3,4-dimethyl-2,6-dioxo-1(2H)-pyrimidinyl]-benzoate, 1H--NMR (CDCl3, 400 MHz) 7.83 ppm (d, 1H), 7.33 ppm (d, 1H), 5.23 ppm (m, 1H), 3.48 ppm (s, 3H), 2.51 ppm (m, 2H), 2.34 ppm (s, 3H), 1.35 ppm (2xd, 6H), 1.09 ppm (t, 3H), Starting materials: S(=O)(=O)(C1=CC=C(C)C=C1)OC1=C(C(OS(=O)(=O)C2=CC=C(C)C=C2)=CC=C1)[N+](=O)[O-] (2-nitroresorcinol ditosylate), [H][H] (hydrogen). Reagents/catalysts: [Ni] (Raney Nickel). Run in C1CCOC1 (THF). Run at time 4 hour. Yields the product S(=O)(=O)(C1=CC=C(C)C=C1)OC1=C(C(OS(=O)(=O)C2=CC=C(C)C=C2)=CC=C1)N (2-Aminoresorcinol ditosylate). As a reaction SMILES: [S:1]([O:11][C:12]1[CH:28]=[CH:27][CH:26]=[C:14]([O:15][S:16]([C:19]2[CH:25]=[CH:24][C:22]([CH3:23])=[CH:21][CH:20]=2)(=[O:18])=[O:17])[C:13]=1[N+:29]([O-])=O)([C:4]1[CH:10]=[CH:9][C:7]([CH3:8])=[CH:6][CH:5]=1)(=[O:3])=[O:2].[H][H]>C1COCC1.[Ni]>[S:1]([O:11][C:12]1[CH:28]=[CH:27][CH:26]=[C:14]([O:15][S:16]([C:19]2[CH:25]=[CH:24][C:22]([CH3:23])=[CH:21][CH:20]=2)(=[O:18])=[O:17])[C:13]=1[NH2:29])([C:4]1[CH:5]=[CH:6][C:7]([CH3:8])=[CH:9][CH:10]=1)(=[O:3])=[O:2]. Procedure details: To 2-nitroresorcinol ditosylate (46.3 g, 0.1 mole) dissolved in THF (650 ml) was added 5 g of Raney Nickel. The reaction was then placed on the Parr-shaker apparatus and hydrogenated at 40 psi. After four hours, the reaction had consumed all of the hydrogen (12 psi, 0.3 mole). The catalyst was removed by filtration and the solvent evaporated under reduced pressure at 40° C. A white crystalline solid was recovered (42.0 g, 97.0 percent). TLC showed the product to be pure. Reactants: C1(=CC=CC=C1)C=1C=CC=2N(N1)C(=CN2)CO ((6-phenylimidazo[1,2-b]pyridazin-3-yl)methanol), ClC1=CC=NC2=CC(=CC=C12)OC (4-chloro-7-methoxyquinoline), C(=O)([O-])[O-].[Cs+].[Cs+] (Cs2CO3), CS(=O)C (DMSO). Solvent: O (water). Reaction conditions: time 2 minute. Yields the product COC1=CC=C2C(=CC=NC2=C1)OCC1=CN=C2N1N=C(C=C2)C2=CC=CC=C2 (7-Methoxy-4-((6-phenylimidazo[1,2-b]pyridazin-3-yl)methoxy)quinoline). As a reaction SMILES: [C:1]1([C:7]2[CH:8]=[CH:9][C:10]3[N:11]([C:13]([CH2:16][OH:17])=[CH:14][N:15]=3)[N:12]=2)[CH:6]=[CH:5][CH:4]=[CH:3][CH:2]=1.Cl[C:19]1[C:28]2[C:23](=[CH:24][C:25]([O:29][CH3:30])=[CH:26][CH:27]=2)[N:22]=[CH:21][CH:20]=1.C([O-])([O-])=O.[Cs+].[Cs+].CS(C)=O>O>[CH3:30][O:29][C:25]1[CH:24]=[C:23]2[C:28]([C:19]([O:17][CH2:16][C:13]3[N:11]4[N:12]=[C:7]([C:1]5[CH:2]=[CH:3][CH:4]=[CH:5][CH:6]=5)[CH:8]=[CH:9][C:10]4=[N:15][CH:14]=3)=[CH:20][CH:21]=[N:22]2)=[CH:27][CH:26]=1 |f:2.3.4|. Procedure: In a microwave vessel, (6-phenylimidazo[1,2-b]pyridazin-3-yl)methanol (0.075 g, 0.33 mmol), 4-chloro-7-methoxyquinoline (0.19 g, 1.00 mmol), Cs2CO3 (0.22 g, 0.67 mmol) and 0.7 mL DMSO were combined and the vessel sealed. The mixture was pre-stirred for 2 min, followed by microwave heating for 2 h at 120 C, then 1 h at 130 C. The mixture was allowed to cool to rt, diluted with water to precipitate a cream solid. The solid was collected and rinsed with water. The solid was purified via flash chrom... Reactants: [C@@H]1([C@@H](O)[C@@H](O)[C@H](O1)CO)N1C(=O)NC(=O)C(C)C1 (1-β-D-lyxofuranosyl-dihydrothymine), [BH4-].[Na+] (sodium borohydride). Product: CC1C(NC(N(C1)[C@H]1[C@@H](O)[C@@H](O)[C@H](O1)CO)=O)O (5-methyl-4-hydroxy-1-β-D-lyxofuranosyl-tetrahydro-2(1H)-pyrimidinone). Reaction SMILES: [C@@H:1]1([N:10]2[CH2:18][CH:16]([CH3:17])[C:14](=[O:15])[NH:13][C:11]2=[O:12])[O:7][C@H:6]([CH2:8][OH:9])[C@H:4]([OH:5])[C@@H:2]1[OH:3].[BH4-].[Na+]>>[CH3:17][CH:16]1[CH2:18][N:10]([C@@H:1]2[O:7][C@H:6]([CH2:8][OH:9])[C@H:4]([OH:5])[C@@H:2]2[OH:3])[C:11](=[O:12])[NH:13][CH:14]1[OH:15] |f:1.2|. Procedure: In the manner given in Example 2C 1-β-D-lyxofuranosyl-dihydrothymine was reduced with sodium borohydride to give 5-methyl-4-hydroxy-1-β-D-lyxofuranosyl-tetrahydro-2(1H)-pyrimidinone. Yields the product NC1=NC(=CC(=N1)N1C[C@H](CC[C@H]1C)NC(CC1=CC=CC=C1)=O)C1=CC(=C(C=C1)C#N)F (N-{(3S,6R)-1-[2-Amino-6-(4-cyano-3-fluorophenyl)-4-pyrimidinyl]-6-methyl-3-piperidinyl}-2-phenylacetamide). The yield is 85.6%. Procedure details: A premixed solution of phenylacetic acid (45.0 mg, 0.331 mmol), EDC (79 mg, 0.413 mmol), HOBT (84 mg, 0.551 mmol), and N-methylmorpholine (0.152 mL, 1.378 mmol) in DMF (2 mL) was added to 4-{2-amino-6-[(2R,5S)-5-amino-2-methyl-1-piperidinyl]-4-pyrimidinyl}-2-fluorobenzonitrile (100 mg, 0.276 mmol) in DMF (2 mL). The solution was stirred at room temperature overnight. The reaction was diluted with water (10 mL), and then extracted with EtOAc (3×10 mL). The organics were combined, washed brine, dr... Reaction SMILES: [C:1]1([CH2:7][C:8]([OH:10])=O)[CH:6]=[CH:5][CH:4]=[CH:3][CH:2]=1.C(Cl)CCl.C1C=CC2N(O)N=NC=2C=1.CN1CCOCC1.[NH2:32][C:33]1[N:38]=[C:37]([C:39]2[CH:46]=[CH:45][C:42]([C:43]#[N:44])=[C:41]([F:47])[CH:40]=2)[CH:36]=[C:35]([N:48]2[CH2:53][C@@H:52]([NH2:54])[CH2:51][CH2:50][C@H:49]2[CH3:55])[N:34]=1>CN(C=O)C.O>[NH2:32][C:33]1[N:34]=[C:35]([N:48]2[C@H:49]([CH3:55])[CH2:50][CH2:51][C@H:52]([NH:54][C:8](=[O:10])[CH2:7][C:1]3[CH:2]=[CH:3][CH:4]=[CH:5][CH:6]=3)[CH2:53]2)[CH:36]=[C:37]([C:39]2[CH:46]=[CH:45][C:42]([C:43]#[N:44])=[C:41]([F:47])[CH:40]=2)[N:38]=1. Solvent: O (water), CN(C)C=O (DMF), CN(C)C=O (DMF). Reactants: C1(=CC=CC=C1)CC(=O)O (phenylacetic acid), C(CCl)Cl (EDC), C=1C=CC2=C(C1)N=NN2O (HOBT), CN1CCOCC1 (N-methylmorpholine), NC1=NC(=CC(=N1)C1=CC(=C(C#N)C=C1)F)N1[C@@H](CC[C@@H](C1)N)C (4-{2-amino-6-[(2R,5S)-5-amino-2-methyl-1-piperidinyl]-4-pyrimidinyl}-2-fluorobenzonitrile). Reaction conditions: time 8 hour. The reactants are NC1=C(C(=O)C2=CC=CC=C2)C=C(C=C1)C(F)(F)F (2-amino-5-(trifluoromethyl)benzophenone), [OH-].[K+] (potassium hydroxide). Run in C(COCCO)O (diethylene glycol). The product is FC(C=1C=C(C(N)=CC1)CC1=CC=CC=C1)(F)F (4-(trifluoromethyl)-α-phenyl-0-toluidine). RXN SMILES: [NH2:1][C:2]1[CH:15]=[CH:14][C:13]([C:16]([F:19])([F:18])[F:17])=[CH:12][C:3]=1[C:4]([C:6]1[CH:11]=[CH:10][CH:9]=[CH:8][CH:7]=1)=O.[OH-].[K+]>C(O)COCCO>[F:17][C:16]([F:18])([F:19])[C:13]1[CH:12]=[C:3]([CH2:4][C:6]2[CH:11]=[CH:10][CH:9]=[CH:8][CH:7]=2)[C:2](=[CH:15][CH:14]=1)[NH2:1] |f:1.2|. Procedure details: In the manner given in Preparation 11, 2-amino-5-(trifluoromethyl)benzophenone is refluxed with potassium hydroxide in diethylene glycol to give 4-(trifluoromethyl)-α-phenyl-0-toluidine.